From a dataset of the Open Reaction Database (ORD), a public repository of structured organic reaction records. describe an organic reaction: reactants, conditions, products, and yield Starting materials: CC(=O)O, CSc1ccc(N)cc1, ClC(Cl)Cl, O, OO. Product: CS(=O)(=O)c1ccc(N)cc1. Reaction SMILES: [CH3:1][C:2](=[O:3])[OH:4].[CH3:6][S:7][c:8]1[cH:9][cH:10][c:11]([NH2:12])[cH:13][cH:14]1.[Cl:17][CH:18]([Cl:19])[Cl:20].[OH2:5].[OH:15][OH:16]>>[O:5]=[S:7]([CH3:6])([c:8]1[cH:9][cH:10][c:11]([NH2:12])[cH:13][cH:14]1)=[O:15].